Dataset: the Open Reaction Database (ORD), a public repository of structured organic reaction records. Task: describe an organic reaction: reactants, conditions, products, and yield Reactants: N#Cc1ccc(NC(=O)CN)cc1, ClCCl, CN1CCCCC1, CC(C)OC(=O)NC(C(=O)O)C(C)C, CC(C)COC(=O)Cl, O. Product: CC(C)OC(=O)NC(C(=O)NCC(=O)Nc1ccc(C#N)cc1)C(C)C. As a reaction SMILES: [C:30](#[N:31])[c:32]1[cH:33][cH:34][c:35]([NH:38][C:39]([CH2:40][NH2:41])=[O:42])[cH:36][cH:37]1.[CH2:43]([Cl:44])[Cl:45].[CH3:1][N:2]1[CH2:3][CH2:4][CH2:5][CH2:6][CH2:7]1.[CH:8]([CH3:9])([CH3:10])[O:11][C:12](=[O:13])[NH:14][CH:15]([CH:16]([CH3:17])[CH3:18])[C:19](=[O:20])[OH:21].[Cl:22][C:23]([O:24][CH2:25][CH:26]([CH3:27])[CH3:28])=[O:29].[OH2:46]>>[CH:8]([CH3:9])([CH3:10])[O:11][C:12](=[O:13])[NH:14][CH:15]([CH:16]([CH3:17])[CH3:18])[C:19](=[O:21])[NH:41][CH2:40][C:39]([NH:38][c:35]1[cH:34][cH:33][c:32]([C:30]#[N:31])[cH:37][cH:36]1)=[O:42].